This data is from the Open Reaction Database (ORD), a public repository of structured organic reaction records. The task is: describe an organic reaction: reactants, conditions, products, and yield Reactants: OC=1C=C(C=O)C=CC1 (3-hydroxybenzaldehyde), N1=C(C)C=CC2=CC=CC=C12 (quinaldine), C(C)(=O)OC(C)=O (acetic anhydride). Product: C(C)(=O)OC=1C=C(C=CC1)C=CC1=NC2=CC=CC=C2C=C1 (2-(2-(3-acetoxyphenyl)ethenyl)quinoline). As a reaction SMILES: [OH:1][C:2]1[CH:3]=[C:4]([CH:7]=[CH:8][CH:9]=1)[CH:5]=O.[N:10]1[C:20]2[C:15](=[CH:16][CH:17]=[CH:18][CH:19]=2)[CH:14]=[CH:13][C:11]=1[CH3:12].[C:21](OC(=O)C)(=[O:23])[CH3:22]>>[C:21]([O:1][C:2]1[CH:3]=[C:4]([CH:5]=[CH:12][C:11]2[CH:13]=[CH:14][C:15]3[C:20](=[CH:19][CH:18]=[CH:17][CH:16]=3)[N:10]=2)[CH:7]=[CH:8][CH:9]=1)(=[O:23])[CH3:22]. Procedure details: A solution of 3-hydroxybenzaldehyde (25 g) and quinaldine (28 ml) in acetic anhydride (150 ml) was heated overnight at 130° cooled and evaporated in vacuo. Purification of the residue by flash chromatography using 35% ether in hexane to 45% ether in hexane afforded the title quinoline compound after recrystallization from ether/hexane, m.p. 86-87°. Starting materials: Cl(=O)(=O)(=O)[O-].[Na+] (sodium perchlorate), CC=1C2=CC=CC=C2C(=C2C=CC(=CC12)C(C)=O)C (9,10-Dimethyl-2-acetylanthracene), O1CCOCC1 (dioxane), Cl (hydrochloric acid). Reaction conditions: temperature 85 celsius, time 8 hour. Product: CC=1C2=CC=CC=C2C(=C2C=CC(=CC12)C(=O)O)C (9,10-dimethylanthracene-2-carboxylic acid). RXN SMILES: [CH3:1][C:2]1[C:3]2[C:8]([C:9]([CH3:19])=[C:10]3[C:15]=1[CH:14]=[C:13](C(=O)C)[CH:12]=[CH:11]3)=[CH:7][CH:6]=[CH:5][CH:4]=2.Cl([O-])(=O)(=O)=[O:21].[Na+].Cl.[O:27]1[CH2:32]COCC1>>[CH3:1][C:2]1[C:3]2[C:8]([C:9]([CH3:19])=[C:10]3[C:15]=1[CH:14]=[C:13]([C:32]([OH:27])=[O:21])[CH:12]=[CH:11]3)=[CH:7][CH:6]=[CH:5][CH:4]=2 |f:1.2|. Reported procedure: 9,10-Dimethyl-2-acetylanthracene (1.2 g) was dissolved in dioxane (24 mL). An aqueous solution of sodium perchlorate (10 mL; effective chlorine concentration: 10 wt %) was then added, followed by reaction under stirring at 85° C. for 8 hours. The reaction mixture was chilled, and then rendered acidic with dilute hydrochloric acid. The resulting precipitate was collected by filtration, washed with a small amount of water, and then dried in vacuo to afford the target compound (1.16 g).